From a dataset of the Open Reaction Database (ORD), a public repository of structured organic reaction records. describe an organic reaction: reactants, conditions, products, and yield The reactants are CC(=O)O[BH-](OC(C)=O)OC(C)=O, CN(C)C1(Cc2ccccc2)CCC(=O)CC1, CC(=O)O, ClCCCl, [Na+], C1CCOC1, NCc1csc2ccccc12. Yields the product CN(C)C1(Cc2ccccc2)CCC(NCc2csc3ccccc23)CC1. RXN SMILES: [C:33]([O:34][BH-:35]([O:36][C:37](=[O:38])[CH3:39])[O:40][C:41](=[O:42])[CH3:43])(=[O:44])[CH3:45].[CH2:12]([c:13]1[cH:14][cH:15][cH:16][cH:17][cH:18]1)[C:19]1([N:26]([CH3:27])[CH3:28])[CH2:20][CH2:21][C:22](=[O:25])[CH2:23][CH2:24]1.[CH3:52][C:53](=[O:54])[OH:55].[Cl:29][CH2:30][CH2:31][Cl:32].[Na+:46].[O:47]1[CH2:48][CH2:49][CH2:50][CH2:51]1.[s:1]1[c:2]2[c:3]([c:4]([CH2:6][NH2:7])[cH:5]1)[cH:8][cH:9][cH:10][cH:11]2>>[s:1]1[c:2]2[c:3]([c:4]([CH2:6][NH:7][CH:22]3[CH2:21][CH2:20][C:19]([CH2:12][c:13]4[cH:14][cH:15][cH:16][cH:17][cH:18]4)([N:26]([CH3:27])[CH3:28])[CH2:24][CH2:23]3)[cH:5]1)[cH:8][cH:9][cH:10][cH:11]2. Starting materials: CC(=O)O, O=C1C(=NO)Cc2cc(F)c(F)cc21. Yields the product NC1Cc2cc(F)c(F)cc2C1=O. As a reaction SMILES: [CH3:15][C:16](=[O:17])[OH:18].[F:1][c:2]1[cH:3][c:4]2[c:8]([cH:9][c:10]1[F:11])[C:7](=[O:12])[C:6](=[N:13][OH:14])[CH2:5]2>>[F:1][c:2]1[cH:3][c:4]2[c:8]([cH:9][c:10]1[F:11])[C:7](=[O:12])[CH:6]([NH2:13])[CH2:5]2. Reactants: C(C)OC(=O)C=1C2=C(N(N1)C1=C(C=C(C=C1)F)F)CC1C2C1 (1-(2,4-difluoro-phenyl)-3b,4,4a,5-tetrahydro-1H-cyclopropa[3,4]cyclopenta[1,2-c]pyrazole-3-carboxylic acid ethyl ester), COC(=O)C=1C2=C(N(N1)C1=C(C=C(C=C1)F)F)CC1C2C1 (1-(2,4-difluoro-phenyl)-3b,4,4a,5-tetrahydro-1H-cyclopropa[3,4]cyclopenta[1,2-c]pyrazole-3-carboxylic acid methyl ester), aqueous solution, [OH-].[Na+] (sodium hydroxide). Solvent: CO (methanol), C1CCOC1 (THF). Run at temperature 20 celsius, time 16 hour. Yields the product FC1=C(C=CC(=C1)F)N1N=C(C2=C1CC1C2C1)C(=O)O (1-(2,4-Difluoro-phenyl)-3b,4,4a,5-tetrahydro-1H-cyclopropa[3,4]cyclopenta[1,2-c]pyrazole-3-carboxylic Acid). The yield is 96.0%. RXN SMILES: C([O:3][C:4]([C:6]1[C:7]2[CH:21]3[CH2:22][CH:20]3[CH2:19][C:8]=2[N:9]([C:11]2[CH:16]=[CH:15][C:14]([F:17])=[CH:13][C:12]=2[F:18])[N:10]=1)=[O:5])C.COC(C1C2C3CC3CC=2N(C2C=CC(F)=CC=2F)N=1)=O.[OH-].[Na+]>CO.C1COCC1>[F:18][C:12]1[CH:13]=[C:14]([F:17])[CH:15]=[CH:16][C:11]=1[N:9]1[C:8]2[CH2:19][CH:20]3[CH2:22][CH:21]3[C:7]=2[C:6]([C:4]([OH:5])=[O:3])=[N:10]1 |f:2.3|. Reported procedure: To a solution of 1-(2,4-difluoro-phenyl)-3b,4,4a,5-tetrahydro-1H-cyclopropa[3,4]cyclopenta[1,2-c]pyrazole-3-carboxylic acid ethyl ester (0.66 g, 2.169 mmol) and 1-(2,4-difluoro-phenyl)-3b,4,4a,5-tetrahydro-1H-cyclopropa[3,4]cyclopenta[1,2-c]pyrazole-3-carboxylic acid methyl ester (0.08 g, 0.276 mmol) in methanol (6 mL) and THF (6.00 mL) was added a 2.0 M aqueous solution of sodium hydroxide (3.25 mL, 6.51 mmol). The resulting yellow solution was stirred at 20° C. for 16 h. The organic solvents w... Procedure details: A mixture of 4-amino-2-ethylthiazolo[4,5-c]quinolin-7-ol (245 mg, 1.0 mmol), cesium carbonate (1.3 g, 4.0 mmol), and DMF (20 mL) was stirred at 75° C. for 10 minutes. 4-(Bromoethyl)-3,5-dimethyl-1H-pyrazole (223 mg, 1.1 mmol) was added in portions over a period of 30 minutes. The reaction mixture was stirred for 20 minutes and then the heat source was removed. The reaction mixture was diluted with water (250 mL), stirred overnight, and then filtered. The isolated solid was rinsed with water and ... The product is CC1=NNC(=C1CCOC=1C=CC=2C3=C(C(=NC2C1)N)N=C(S3)CC)C (7-[2-(3,5-dimethyl-1H-pyrazol-4-yl)ethoxy]-2-ethylthiazolo[4,5-c]quinolin-4-amine). Starting materials: NC1=NC=2C=C(C=CC2C2=C1N=C(S2)CC)O (4-amino-2-ethylthiazolo[4,5-c]quinolin-7-ol), C([O-])([O-])=O.[Cs+].[Cs+] (cesium carbonate), CN(C)C=O (DMF), BrCCC=1C(=NNC1C)C (4-(Bromoethyl)-3,5-dimethyl-1H-pyrazole). Reaction SMILES: [NH2:1][C:2]1[C:11]2[N:12]=[C:13]([CH2:15][CH3:16])[S:14][C:10]=2[C:9]2[CH:8]=[CH:7][C:6]([OH:17])=[CH:5][C:4]=2[N:3]=1.C(=O)([O-])[O-].[Cs+].[Cs+].CN(C=O)C.Br[CH2:30][CH2:31][C:32]1[C:33]([CH3:38])=[N:34][NH:35][C:36]=1[CH3:37]>ClCCl>[CH3:38][C:33]1[C:32]([CH2:31][CH2:30][O:17][C:6]2[CH:7]=[CH:8][C:9]3[C:10]4[S:14][C:13]([CH2:15][CH3:16])=[N:12][C:11]=4[C:2]([NH2:1])=[N:3][C:4]=3[CH:5]=2)=[C:36]([CH3:37])[NH:35][N:34]=1 |f:1.2.3|. The solvent is ClCCl (dichloromethane). Yield: 55.8%. Reaction conditions: temperature 75 celsius, time 10 minute. Reactants: O (water), ClC1=C(C(=C(C=C1)S(=O)(=O)C)OCCOC)C (1-chloro-3-(2-methoxyethoxy)-2-methyl-4-(methylsulfonyl)benzene), C([O-])([O-])=O.[Na+].[Na+] (sodium carbonate). Reagents/catalysts: [Pd] (Pd/C), C1(=CC=CC=C1)P(CCCCP(C1=CC=CC=C1)C1=CC=CC=C1)C1=CC=CC=C1 (1,4-bis(diphenylphosphino)butane). Run in C(C)(C)(C)O (tert-butanol). Reaction conditions: temperature 160 celsius. The product is COCCOC=1C(=C(C(=O)O)C=CC1S(=O)(=O)C)C (3-(2-methoxyethoxy)-2-methyl-4-(methylsulfonyl)benzoic acid). Yield: 96.9%. As a reaction SMILES: O.Cl[C:3]1[CH:8]=[CH:7][C:6]([S:9]([CH3:12])(=[O:11])=[O:10])=[C:5]([O:13][CH2:14][CH2:15][O:16][CH3:17])[C:4]=1[CH3:18].[C:19](=O)([O-:21])[O-:20].[Na+].[Na+]>[Pd].C1(P(C2C=CC=CC=2)CCCCP(C2C=CC=CC=2)C2C=CC=CC=2)C=CC=CC=1.C(O)(C)(C)C>[CH3:17][O:16][CH2:15][CH2:14][O:13][C:5]1[C:4]([CH3:18])=[C:3]([CH:8]=[CH:7][C:6]=1[S:9]([CH3:12])(=[O:11])=[O:10])[C:19]([OH:21])=[O:20] |f:2.3.4|. Procedure details: 12.5 mL of water was added to 237.5 mL of tert-butanol, then nitrogen gas was blown thereinto for 5 minutes to remove dissolved oxygen thereby to prepare a reaction solvent. Into a 500 mL autoclave, 50.0 g of 1-chloro-3-(2-methoxyethoxy)-2-methyl-4-(methylsulfonyl)benzene, 28.5 g of sodium carbonate, 1.5 g of 1,4-bis(diphenylphosphino)butane, the above reaction solvent, and 1.5 g of 5% Pd/C were introduced, and the autoclave was closed. With stirring, nitrogen flushing (5.0 MPa) was carried out ... Starting materials: N (ammonia), C(C)(C)(C)NC(=O)[C@]1([C@H](CCC1)CCCB1OC(C(O1)(C)C)(C)C)N(C(C)=O)[C@@H](C)C1=CC=CC=C1 ((1S,2S)—N-(tert-butyl)-1-(N—((S)-1-phenylethyl) acetamido)-2-(3-(4,4,5,5-tetramethyl-1,3,2-dioxaborolan-2-yl)propyl)cyclopentane carboxamide), O1CCCC1 (tetrahydrofuran), [Li] (lithium). Conditions: temperature -45 celsius, time 1.5 hour. The product is N[C@@]1([C@H](CCC1)CCCB(O)O)C(=O)O ((1S,2S)-1-amino-2-(3-boronopropyl)cyclopentanecarboxylic acid). The yield is 50.0%. As a reaction SMILES: C(N[C:6]([C@:8]1([N:25]([C@H](C2C=CC=CC=2)C)C(=O)C)[CH2:12][CH2:11][CH2:10][C@@H:9]1[CH2:13][CH2:14][CH2:15][B:16]1[O:20]C(C)(C)C(C)(C)[O:17]1)=[O:7])(C)(C)C.N.[Li].[O:39]1CCCC1>>[NH2:25][C@@:8]1([C:6]([OH:7])=[O:39])[CH2:12][CH2:11][CH2:10][C@@H:9]1[CH2:13][CH2:14][CH2:15][B:16]([OH:20])[OH:17] |^1:37|. Procedure: A cold (−50° C.) solution of (1S,2S)—N-(tert-butyl)-1-(N—((S)-1-phenylethyl) acetamido)-2-(3-(4,4,5,5-tetramethyl-1,3,2-dioxaborolan-2-yl)propyl)cyclopentane carboxamide (0.400 g, 0.802 mmol) in anhydrous tetrahydrofuran (5 mL) under an inert atmosphere of nitrogen was gradually combined (in small portions), with liquid ammonia (20 mL) and lithium wire (0.14 g, 20 mmol) over a time interval of several minutes. After stirring for 1.5 h at −40 to −50° C., the deep blue reaction was quenched with s... Starting materials: Cc1ccc(S(=O)(=O)CCC(=O)CC2CCCN2C(=O)OC(C)(C)C)cc1, CO, Cl, C1COCCO1. Yields the product O=C1CCN2CCCC2C1. Reaction SMILES: [C:1]([O:2][C:3]([N:8]1[CH:9]([CH2:13][C:14]([CH2:15][CH2:16][S:4]([c:5]2[cH:6][cH:7][c:17]([CH3:18])[cH:19][cH:20]2)(=[O:21])=[O:22])=[O:27])[CH2:10][CH2:11][CH2:12]1)=[O:23])([CH3:24])([CH3:25])[CH3:26].[CH3:35][OH:36].[ClH:34].[O:28]1[CH2:29][CH2:30][O:31][CH2:32][CH2:33]1>>[N:8]12[CH:9]([CH2:10][CH2:11][CH2:12]1)[CH2:13][C:14](=[O:27])[CH2:15][CH2:16]2. Starting materials: BrC1=C(C=C(C(=O)OC)C=C1)C (methyl 4-bromo-3-methyl-benzoate), N1C(CCCC1)=O (piperidin-2-one), CNCCNC (N,N′-dimethyl-ethylenediamine), C([O-])([O-])=O.[K+].[K+] (potassium carbonate). Reagents/catalysts: [Cu]I (copper(I)iodide). The solvent is C1(=CC=CC=C1)C (toluene), O1CCOCC1 (dioxane). The product is CC=1C=C(C(=O)OC)C=CC1N1C(CCCC1)=O (methyl 3-methyl-4-(piperidin-2-on-1-yl)-benzoate). RXN SMILES: Br[C:2]1[CH:11]=[CH:10][C:5]([C:6]([O:8][CH3:9])=[O:7])=[CH:4][C:3]=1[CH3:12].[NH:13]1[CH2:18][CH2:17][CH2:16][CH2:15][C:14]1=[O:19].CNCCNC.C(=O)([O-])[O-].[K+].[K+]>C1(C)C=CC=CC=1.O1CCOCC1.[Cu]I>[CH3:12][C:3]1[CH:4]=[C:5]([CH:10]=[CH:11][C:2]=1[N:13]1[CH2:18][CH2:17][CH2:16][CH2:15][C:14]1=[O:19])[C:6]([O:8][CH3:9])=[O:7] |f:3.4.5|. Procedure details: Prepared analogously to Example 31a from methyl 4-bromo-3-methyl-benzoate and piperidin-2-one in the presence of copper(I)iodide, N,N′-dimethyl-ethylenediamine and potassium carbonate in toluene and dioxane under an argon atmosphere. The reactants are C(C)(=O)O[C@@H]1C([C@@H]2CC[C@]3([C@@]4(CCC5([C@@H]([C@H]4CC[C@@H]3[C@]2(CC1)C)[C@@H](CC5)C(=C)C)C(=O)N5C1CC(CC5CC1)N1C(=NN=C1C)C(C)C)C)C)(C)C ((1R,5aR,5bR,7aR,9S,11aR,11bR,13aR,13bR)-3a-(3-(3-isopropyl-5-methyl-4H-1,2,4-triazol-4-yl)-8-azabicyclo[3.2.1]octane-8-carbonyl)-5a,5b,8,8,11a-pentamethyl-1-(prop-1-en-2-yl)icosahydro-1H-cyclopenta[a]chrysen-9-yl acetate), C1CCOC1 (THF), [OH-].[Na+] (sodium hydroxide). Solvent: CO (MeOH). Run at time 6 hour. Product: O[C@@H]1C([C@@H]2CC[C@]3([C@@]4(CCC5([C@@H]([C@H]4CC[C@@H]3[C@]2(CC1)C)[C@@H](CC5)C(=C)C)C(=O)N5C1CC(CC5CC1)N1C(=NN=C1C)C(C)C)C)C)(C)C (((1R,5aR,5bR,7aR,9S,11aR,11bR,13aR,13bR)-9-hydroxy-5a,5b,8,8,11a-pentamethyl-1-(prop-1-en-2-yl)icosahydro-1H-cyclopenta[a]chrysen-3a-yl)(3-(3-isopropyl-5-methyl-4H-1,2,4-triazol-4-yl)-8-azabicyclo[3.2.1]octan-8-yl)methanone). The yield is 74.4%. Reaction SMILES: C([O:4][C@H:5]1[CH2:22][CH2:21][C@@:20]2([CH3:23])[C@@H:7]([CH2:8][CH2:9][C@:10]3([CH3:50])[C@@H:19]2[CH2:18][CH2:17][C@H:16]2[C@@:11]3([CH3:49])[CH2:12][CH2:13][C:14]3([C:30]([N:32]4[CH:37]5[CH2:38][CH2:39][CH:33]4[CH2:34][CH:35]([N:40]4[C:44]([CH3:45])=[N:43][N:42]=[C:41]4[CH:46]([CH3:48])[CH3:47])[CH2:36]5)=[O:31])[CH2:26][CH2:25][C@@H:24]([C:27]([CH3:29])=[CH2:28])[C@@H:15]32)[C:6]1([CH3:52])[CH3:51])(=O)C.C1COCC1.[OH-].[Na+]>CO>[OH:4][C@H:5]1[CH2:22][CH2:21][C@@:20]2([CH3:23])[C@@H:7]([CH2:8][CH2:9][C@:10]3([CH3:50])[C@@H:19]2[CH2:18][CH2:17][C@H:16]2[C@@:11]3([CH3:49])[CH2:12][CH2:13][C:14]3([C:30]([N:32]4[CH:33]5[CH2:39][CH2:38][CH:37]4[CH2:36][CH:35]([N:40]4[C:44]([CH3:45])=[N:43][N:42]=[C:41]4[CH:46]([CH3:47])[CH3:48])[CH2:34]5)=[O:31])[CH2:26][CH2:25][C@@H:24]([C:27]([CH3:29])=[CH2:28])[C@@H:15]32)[C:6]1([CH3:51])[CH3:52] |f:2.3|. Procedure details: (1R,5aR,5bR,7aR,9S,11aR,11bR,13aR,13bR)-3a-(3-(3-isopropyl-5-methyl-4H-1,2,4-triazol-4-yl)-8-azabicyclo[3.2.1]octane-8-carbonyl)-5a,5b,8,8,11a-pentamethyl-1-(prop-1-en-2-yl)icosahydro-1H-cyclopenta[a]chrysen-9-yl acetate (Example 22, 0.2 g) in MeOH:THF (8:8 ml) and cooled the contents to 0° C. then sodium hydroxide (0.05 g in 4 ml water) was added and the contents were stirred for about for about 6 hours at room temperature and completion of the reaction was monitored by TLC. The reaction mixtur...